This data is from the Open Reaction Database (ORD), a public repository of structured organic reaction records. The task is: describe an organic reaction: reactants, conditions, products, and yield Starting materials: N1CCCC1 (Pyrrolidine), ClC1=CC=C(C=C1)C1=N[C@H](C=2N(C3=C1C=C(C=C3)C3=CC=C(C=C3)C=O)C(=NN2)C)CC(=O)NCC ((S)-2-(6-(4-Chlorophenyl)-8-(4-formylphenyl)-1-methyl-4H-benzo[f][1,2,4]triazolo[4,3-a][1,4]diazepin-4-yl)-N-ethylacetamide), C(C)(=O)O[BH-](OC(C)=O)OC(C)=O.[Na+] (Sodium triacetoxyborohydride), C(O)([O-])=O.[Na+] (sodium hydrogen carbonate), Intermediate 6. Run in C(C)(=O)O (acetic acid), C(Cl)Cl (DCM). Conditions: time 5 minute. Yields the product ClC1=CC=C(C=C1)C1=N[C@H](C=2N(C3=C1C=C(C=C3)C3=CC=C(C=C3)CN3CCCC3)C(=NN2)C)CC(=O)NCC ((S)-2-(6-(4-chlorophenyl)-1-methyl-8-(4-(pyrrolidin-1-ylmethyl)phenyl)-4H-benzo[f][1,2,4]triazolo[4,3-a][1,4]diazepin-4-yl)-N-ethylacetamide). RXN SMILES: [Cl:1][C:2]1[CH:7]=[CH:6][C:5]([C:8]2[C:14]3[CH:15]=[C:16]([C:19]4[CH:24]=[CH:23][C:22]([CH:25]=O)=[CH:21][CH:20]=4)[CH:17]=[CH:18][C:13]=3[N:12]3[C:27]([CH3:30])=[N:28][N:29]=[C:11]3[C@H:10]([CH2:31][C:32]([NH:34][CH2:35][CH3:36])=[O:33])[N:9]=2)=[CH:4][CH:3]=1.[NH:37]1[CH2:41][CH2:40][CH2:39][CH2:38]1.C(O[BH-](OC(=O)C)OC(=O)C)(=O)C.[Na+].C(=O)([O-])O.[Na+]>C(Cl)Cl.C(O)(=O)C>[Cl:1][C:2]1[CH:3]=[CH:4][C:5]([C:8]2[C:14]3[CH:15]=[C:16]([C:19]4[CH:20]=[CH:21][C:22]([CH2:25][N:37]5[CH2:41][CH2:40][CH2:39][CH2:38]5)=[CH:23][CH:24]=4)[CH:17]=[CH:18][C:13]=3[N:12]3[C:27]([CH3:30])=[N:28][N:29]=[C:11]3[C@H:10]([CH2:31][C:32]([NH:34][CH2:35][CH3:36])=[O:33])[N:9]=2)=[CH:6][CH:7]=1 |f:2.3,4.5|. Procedure details: (S)-2-(6-(4-Chlorophenyl)-8-(4-formylphenyl)-1-methyl-4H-benzo[f][1,2,4]triazolo[4,3-a][1,4]diazepin-4-yl)-N-ethylacetamide (for a preparation see Intermediate 6) (75 mg) was dissolved in DCM (5 mL). Pyrrolidine (19 μl) and acetic acid (8.62 μl) were added and the reaction mixture was stirred for 5 min. Sodium triacetoxyborohydride (160 mg) was added and the reaction mixture was stirred at room temperature, under nitrogen, overnight. Saturated sodium hydrogen carbonate solution (5 ml) was added ... Product: COc1cc(OCCC(C)(C)C)cc(C(C)=O)c1. The reactants are [H-], CC(C)(C)CCI, [Na+], CN(C)C=O, COc1cc(O)cc(C(C)=O)c1. As a reaction SMILES: [H-:20].[I:13][CH2:14][CH2:15][C:16]([CH3:17])([CH3:18])[CH3:19].[Na+:21].[O:22]=[CH:23][N:24]([CH3:25])[CH3:26].[OH:1][c:2]1[cH:3][c:4]([C:10]([CH3:11])=[O:12])[cH:5][c:6]([O:8][CH3:9])[cH:7]1>>[O:1]([c:2]1[cH:3][c:4]([C:10]([CH3:11])=[O:12])[cH:5][c:6]([O:8][CH3:9])[cH:7]1)[CH2:14][CH2:15][C:16]([CH3:17])([CH3:18])[CH3:19].